Dataset: the Open Reaction Database (ORD), a public repository of structured organic reaction records. Task: describe an organic reaction: reactants, conditions, products, and yield Reactants: [Cl-].[Ca+2].[Cl-] (calcium chloride), polypeptide, C([C@@H]1[C@H]([C@@H]([C@H]([C@H](O1)O[C@]2([C@H]([C@@H]([C@H](O2)CO)O)O)CO)O)O)O)O (Sucrose), solution. Reagents/catalysts: [Cu] (copper). Solvent: C(C)(=O)[O-] (acetate). Run at time 10 minute. Product: O=C[C@H](O)[C@@H](O)[C@H](O)[C@H](O)CO (glucose). As a reaction SMILES: [CH2:1]([OH:23])[C@H:2]1[O:7][C@H:6]([O:8][C@]2(CO)O[C@H](CO)[C@@H](O)[C@@H]2O)[C@H:5]([OH:20])[C@@H:4]([OH:21])[C@@H:3]1[OH:22].[Cl-].[Ca+2].[Cl-]>C([O-])(=O)C.[Cu]>[O:8]=[CH:6][C@@H:5]([C@H:4]([C@@H:3]([C@@H:2]([CH2:1][OH:23])[OH:7])[OH:22])[OH:21])[OH:20] |f:1.2.3|. Procedure: The activity of the present β-fructofuranosidase is assayed as follows: Sucrose as a substrate was dissolved in 20 mM acetate buffer (pH 6.0) containing 5 mM calcium chloride to give a concentration of 0.1 w/v %. To 5 ml of the solution was added 0.2 ml of a test sample, and the mixture was incubated at 40° C. for 10 min, followed by suspending the enzymatic reaction by the addition of 0.2 ml of the Somogyi copper solution and assaying the reducing power of the reaction mixture by the Somogyi-Ne... Starting materials: CCO (EtOH), CCO (EtOH), C(=O)(OCC)C=1SC(=C(C1O)O)C(=O)OCC (2,5-dicarbethoxy-3,4-dihydroxythiophene), [OH-].[Na+] (NaOH). Solvent: O (H2O). Yields the product C(=O)(O)C=1SC(=C(C1O)O)C(=O)O (2,5-dicarboxy-3,4-dihydroxythiophene). Reaction SMILES: CCO.[C:4]([C:9]1[S:10][C:11]([C:16]([O:18]CC)=[O:17])=[C:12]([OH:15])[C:13]=1[OH:14])([O:6]CC)=[O:5].[OH-].[Na+]>O>[C:16]([C:11]1[S:10][C:9]([C:4]([OH:6])=[O:5])=[C:13]([OH:14])[C:12]=1[OH:15])([OH:18])=[O:17] |f:2.3|. Procedure: EtOH (30 mL) was added to 2,5-dicarbethoxy-3,4-dihydroxythiophene (1 g). A solution of NaOH (4.0 g) in H2O (20 mL) was added and refluxed under N for 20 h. Upon cooling to ambient temperature the EtOH was removed by distillation and the residue was redissolved in H2O then acidified with 15% HClaq when a white ppt was obtained This product was collected by filtration and washed with cold H2O then crystallized from dilute MeOH to give colorless needles. Reactants: C(#N)C1=CC=C(C=C1)NC(C(=O)OC)C=1C=C(C2=C(C(=CO2)C)C1)CC (methyl 2-(4-cyanophenylamino)-2-(7-ethyl-3-methylbenzofuran-5-yl)acetate), O[Li].O (LiOH.H2O), C1CCOC1 (THF). The solvent is O (water). Conditions: time 3 hour. Product: C(#N)C1=CC=C(C=C1)NC(C(=O)O)C=1C=C(C2=C(C(=CO2)C)C1)CC (2-(4-cyanophenylamino)-2-(7-ethyl-3-methylbenzofuran-5-yl)acetic acid). Yield: 102.5%. RXN SMILES: [C:1]([C:3]1[CH:8]=[CH:7][C:6]([NH:9][CH:10]([C:15]2[CH:16]=[C:17]([CH2:25][CH3:26])[C:18]3[O:22][CH:21]=[C:20]([CH3:23])[C:19]=3[CH:24]=2)[C:11]([O:13]C)=[O:12])=[CH:5][CH:4]=1)#[N:2].O[Li].O.C1COCC1>O>[C:1]([C:3]1[CH:4]=[CH:5][C:6]([NH:9][CH:10]([C:15]2[CH:16]=[C:17]([CH2:25][CH3:26])[C:18]3[O:22][CH:21]=[C:20]([CH3:23])[C:19]=3[CH:24]=2)[C:11]([OH:13])=[O:12])=[CH:7][CH:8]=1)#[N:2] |f:1.2|. Reported procedure: A mixture of methyl 2-(4-cyanophenylamino)-2-(7-ethyl-3-methylbenzofuran-5-yl)acetate 5 (1.11 g, 3.18 mmol), LiOH.H2O (700 mg, 15.9 mmol), THF (10 mL) and water (5 ml) was stirred vigorously for 3 h. The mixture was partitioned between 1N HCl (100 ml) and ethyl acetate (100 ml). The aqueous layer was extracted with ethyl acetate (3×50 mL). The combined organic layers were washed with brine (1×125 mL), dried (MgSO4), filtered, and concentrated to yield 1.09 g (98%) of 2-(4-cyanophenylamino)-2-(7-... Reactants: [OH-].[K+] (potassium hydroxide), C[Si](C)(C)C#CC1=CC=2CC3=CC(=CC=C3C2C=C1)C#C[Si](C)(C)C (2,7-di(trimethylsilylethynyl)fluorene). Solvent: CO (methanol). Run at time 3 hour. Yields the product C(#C)C1=CC=2CC3=CC(=CC=C3C2C=C1)C#C (2,7-diethynylfluorene). The yield is 22.3%. RXN SMILES: [OH-].[K+].C[Si]([C:7]#[C:8][C:9]1[CH:21]=[CH:20][C:19]2[C:18]3[C:13](=[CH:14][C:15]([C:22]#[C:23][Si](C)(C)C)=[CH:16][CH:17]=3)[CH2:12][C:11]=2[CH:10]=1)(C)C>CO>[C:22]([C:15]1[CH:16]=[CH:17][C:18]2[C:19]3[C:11](=[CH:10][C:9]([C:8]#[CH:7])=[CH:21][CH:20]=3)[CH2:12][C:13]=2[CH:14]=1)#[CH:23] |f:0.1|. Reported procedure: Thereafter, 60 ml of 1N potassium hydroxide solution was slowly added to 10.12 g(28.2 mmol) of 2,7-di(trimethylsilylethynyl)fluorene dissolved in 150 mL of methanol. The reaction mixture was stirred for 3 h at room temperature and solvent was removed. Residue was extracted with ether and the ether layer was washed with distilled water. The washed ether layer was concentrated. The crude product was purified by column chromatography on silica gel by eluting with hexane/ethylacetate (15/1) to give ... Starting materials: C=CC1=CC=CC=C1 (styrene), N(=O)[O-].[Na+] (sodium nitrite), C(C=1C(N)=CC=CC1)(=O)O (anthranilic acid), OS(=O)(=O)O (H2SO4). The reagents and catalysts are CC(=O)[O-].CC(=O)[O-].[Pd+2] (Pd(OAc)2). Run in O (water), O (water), O (water). Reaction conditions: time 20 minute. Yields the product C=1(C(=CC=CC1)C(=O)O)C=CC1=CC=CC=C1 (stilbene-2-carboxylic acid). The yield is 93.0%. Reaction SMILES: N([O-])=O.[Na+].[C:5]([OH:14])(=[O:13])[C:6]1[C:7](=[CH:9][CH:10]=[CH:11][CH:12]=1)N.OS(O)(=O)=O.[CH2:20]=[CH:21][C:22]1[CH:27]=[CH:26][CH:25]=[CH:24][CH:23]=1>O.CC([O-])=O.CC([O-])=O.[Pd+2]>[C:7]1([CH:20]=[CH:21][C:22]2[CH:27]=[CH:26][CH:25]=[CH:24][CH:23]=2)[C:6]([C:5]([OH:14])=[O:13])=[CH:12][CH:11]=[CH:10][CH:9]=1 |f:0.1,6.7.8|. Procedure: 20.7 g of sodium nitrite in 50 ml of water are added dropwise at 0°-5° C. to 41.1 g of anthranilic acid and 24 ml of conc. H2SO4 in 300 ml of water and the mixture is stirred at this temperature for 20 minutes. An excess of nitrite which may be present is destroyed by addition of sulphamic acid. The solution of the diazonium salt prepared in this way is added dropwise at about 60° C. to a rapidly stirred mixture of 62.4 g of styrene and 20 ml of water, and immediately after the start of addition...